This data is from the Open Reaction Database (ORD), a public repository of structured organic reaction records. The task is: describe an organic reaction: reactants, conditions, products, and yield Starting materials: N1C=C(C2=CC=CC=C12)C=1C(=O)N(C(C1C1=CNC2=CC=CC=C12)=O)CC1=CC=CC=C1 (2,3-bis(1H-indol-3-yl)-N-benzylmaleimide). The reagents and catalysts are [C].[Pd] (palladium-carbon). The solvent is CN(C)C=O (DMF). Run at time 6 hour. Product: N1C=C(C2=CC=CC=C12)C1C(N(C(C1C1=CNC2=CC=CC=C12)=O)CC1=CC=CC=C1)=O (3,4-bis(1H-indol-3-yl)-1-benzyl-2,5-dioxopyrrolidine). The yield is 91.1%. RXN SMILES: [NH:1]1[C:9]2[C:4](=[CH:5][CH:6]=[CH:7][CH:8]=2)[C:3]([C:10]2[C:11]([N:13]([CH2:26][C:27]3[CH:32]=[CH:31][CH:30]=[CH:29][CH:28]=3)[C:14](=[O:25])[C:15]=2[C:16]2[C:24]3[C:19](=[CH:20][CH:21]=[CH:22][CH:23]=3)[NH:18][CH:17]=2)=[O:12])=[CH:2]1>CN(C=O)C.[C].[Pd]>[NH:1]1[C:9]2[C:4](=[CH:5][CH:6]=[CH:7][CH:8]=2)[C:3]([CH:10]2[CH:15]([C:16]3[C:24]4[C:19](=[CH:20][CH:21]=[CH:22][CH:23]=4)[NH:18][CH:17]=3)[C:14](=[O:25])[N:13]([CH2:26][C:27]3[CH:32]=[CH:31][CH:30]=[CH:29][CH:28]=3)[C:11]2=[O:12])=[CH:2]1 |f:2.3|. Reported procedure: To a solution of 2,3-bis(1H-indol-3-yl)-N-benzylmaleimide (35 mg, 0.084 mmol) in DMF (1 mL) was added a small amount of 10% palladium-carbon, and the whole was stirred at room temperature for 6 hours under hydrogen atmosphere. The palladium-carbon was removed by filtration, and the filtrate was concentrated under reduced pressure. The residue was purified by column chromatography over silica gel (ethyl acetate:n-hexane=2:1) to obtain 3,4-bis(1H-indol-3-yl)-1-benzyl-2,5-dioxopyrrolidine (32.1 mg,...